Dataset: the Open Reaction Database (ORD), a public repository of structured organic reaction records. Task: describe an organic reaction: reactants, conditions, products, and yield Reactants: S(=O)(=O)([O-])C1=CC=C(C)C=C1 (tosylate), C1(=CC=CC=C1)C1OC(CN1CCOCC)CO (2-Phenyl-3-(2-ethoxyethyl)-5-(hydroxymethyl)-oxazolidine), OC1=CC=C(C=C1)C=1NC=C(N1)C=1SC=CC1 (2-(4-hydroxyphenyl)-4-(2-thienyl)imidazole), [H-].[Na+] (NaH). Solvent: CN(C)C=O (DMF), CN(C)C=O (DMF), O (H2O), CN(C)C=O (DMF). Conditions: temperature 70 celsius, time 18 hour. The product is N (NH3), C(C)OCCNCC(COC1=CC=C(C=C1)C=1NC=C(N1)C=1SC=CC1)O (2-{p-[3-(2-Ethoxyethyl)amino-2-hydroxypropoxy]phenyl}-4-(2-thienyl)imidazole). Isolated yield 13.8%. RXN SMILES: [H-].[Na+].[OH:3][C:4]1[CH:9]=[CH:8][C:7]([C:10]2[NH:11][CH:12]=[C:13]([C:15]3[S:16][CH:17]=[CH:18][CH:19]=3)[N:14]=2)=[CH:6][CH:5]=1.S(C1C=CC(C)=CC=1)([O-])(=O)=O.C1(C2[N:41]([CH2:42][CH2:43][O:44][CH2:45][CH3:46])[CH2:40][CH:39]([CH2:47]O)[O:38]2)C=CC=CC=1>CN(C=O)C.O>[NH3:11].[CH2:45]([O:44][CH2:43][CH2:42][NH:41][CH2:40][CH:39]([OH:38])[CH2:47][O:3][C:4]1[CH:5]=[CH:6][C:7]([C:10]2[NH:11][CH:12]=[C:13]([C:15]3[S:16][CH:17]=[CH:18][CH:19]=3)[N:14]=2)=[CH:8][CH:9]=1)[CH3:46] |f:0.1|. Procedure details: Under N2, NaH (60% oil dispersion, 1 g, 0.025 mol) was added to DMF (20 ml) and heated at 70° C. while a solution of 2-(4-hydroxyphenyl)-4-(2-thienyl)imidazole (5.0 g, 0.021 mol) in DMF (40 ml) was added dropwise. After heating at 70° C. for 0.5 hours, a solution of the tosylate of 2 (0.022 mol) in DMF (25 ml) was added dropwise and the mixture heated at 110° C. After 18 hours, the reaction mixture was poured into H2O and the suspension extracted with EtOAc (4X). The organic extracts were washed... Reactants: CCOC(=O)C(=O)N1CCC(Cc2ccccc2)CC1, CO, [K+], [OH-]. Product: O=C(O)C(=O)N1CCC(Cc2ccccc2)CC1. As a reaction SMILES: [CH2:1]([CH3:2])[O:3][C:4]([C:5](=[O:6])[N:7]1[CH2:8][CH2:9][CH:10]([CH2:13][c:14]2[cH:15][cH:16][cH:17][cH:18][cH:19]2)[CH2:11][CH2:12]1)=[O:20].[CH3:23][OH:24].[K+:22].[OH-:21]>>[O:3]=[C:4]([C:5](=[O:6])[N:7]1[CH2:8][CH2:9][CH:10]([CH2:13][c:14]2[cH:15][cH:16][cH:17][cH:18][cH:19]2)[CH2:11][CH2:12]1)[OH:20]. The reactants are C(C)(C)(C)OC(N)=O (carbamic acid tert-butyl ester), C(C)(C)(C)OC(NC1(CCC1)C1=CC=C(C=C1)C1=C(OC2=C(C(=CC=C2C1=O)[N+](=O)[O-])NC)C1=CC=CC=C1)=O ({1-[4-(8-methylamino-7-nitro-4-oxo-2-phenyl-4H-chromen-3-yl)-phenyl]-cyclobutyl}-carbamic acid tert-butyl ester). The product is C(C)(C)(C)OC(NC1(CCC1)C1=CC=C(C=C1)C1=C(OC2=C(C(=CC=C2C1=O)N)NC)C1=CC=CC=C1)=O ({1-[4-(7-Amino-8-methylamino-4-oxo-2-phenyl-4H-chromen-3-yl)-phenyl]-cyclobutyl}-carbamic acid tert-butyl ester). Isolated yield 89.0%. As a reaction SMILES: C(OC(=O)N)(C)(C)C.[C:9]([O:13][C:14](=[O:48])[NH:15][C:16]1([C:20]2[CH:25]=[CH:24][C:23]([C:26]3[C:35](=[O:36])[C:34]4[C:29](=[C:30]([NH:40][CH3:41])[C:31]([N+:37]([O-])=O)=[CH:32][CH:33]=4)[O:28][C:27]=3[C:42]3[CH:47]=[CH:46][CH:45]=[CH:44][CH:43]=3)=[CH:22][CH:21]=2)[CH2:19][CH2:18][CH2:17]1)([CH3:12])([CH3:11])[CH3:10]>>[C:9]([O:13][C:14](=[O:48])[NH:15][C:16]1([C:20]2[CH:21]=[CH:22][C:23]([C:26]3[C:35](=[O:36])[C:34]4[C:29](=[C:30]([NH:40][CH3:41])[C:31]([NH2:37])=[CH:32][CH:33]=4)[O:28][C:27]=3[C:42]3[CH:47]=[CH:46][CH:45]=[CH:44][CH:43]=3)=[CH:24][CH:25]=2)[CH2:17][CH2:18][CH2:19]1)([CH3:12])([CH3:10])[CH3:11]. Procedure details: Following the procedure used to prepare 1-[4-(7,8-diamino-4-oxo-2-phenyl-4H-chromen-3-yl)-phenyl]-cyclobutyl}-carbamic acid tert-butyl ester, {1-[4-(8-methylamino-7-nitro-4-oxo-2-phenyl-4H-chromen-3-yl)-phenyl]-cyclobutyl}-carbamic acid tert-butyl ester was reacted to give the title compound as a yellow oil (95 mg, 89%). LCMS (Method H): RT=3.69 min, [M+H]+=512. The reactants are C1(CCCCC1)=O (cyclohexanone), C1(C=CCC1)=O (cyclopentenone). The product is C1(C=CCCCC1)=O (cycloheptenone), C1(C=CCCCCC1)=O (cyclooctenone), C=1C(CCCCCCCCCCCCC1)=O (cyclopentadecene-2-one). RXN SMILES: [C:1]1(=[O:6])[CH2:5][CH2:4][CH:3]=[CH:2]1.[C:7]1(=[O:13])[CH2:12][CH2:11][CH2:10][CH2:9][CH2:8]1>>[C:1]1(=[O:6])[CH2:5][CH2:4][CH2:3][CH2:2][CH:8]=[CH:7]1.[C:7]1(=[O:13])[CH2:2][CH2:1][CH2:8][CH2:9][CH2:10][CH:11]=[CH:12]1.[CH:5]1[C:1](=[O:6])[CH2:5][CH2:1][CH2:2][CH2:3][CH2:8][CH2:9][CH2:10][CH2:11][CH2:12][CH2:7][CH2:2][CH2:3][CH:4]=1. Procedure details: As may be seen in the table, cyclopentenone and cyclohexanone provided for modest enantiocontrol (12-15:1 endo:exo, 48-63% ee, 81% yield), while cycloheptenone (n=2), cyclooctenone (n=3), and (E) cyclopentadecene-2-one (n=10) were found to be highly enantioselective (entries 3-5, 5-18:1 endo:exo, 90-93% ee, 83-88% yield). Cyclopentenone (n=0, entry 1) and cyclohexanone (n=1, entry 2) were found to be somewhat less enantioselective.